From a dataset of the Open Reaction Database (ORD), a public repository of structured organic reaction records. describe an organic reaction: reactants, conditions, products, and yield The reactants are Brc1ccccc1, CC(C)(C)[O-], Cc1ccccc1, Cl, [Na+], CC(=O)[O-], CC(=O)[O-], [Pd+2], NN(c1ccccc1)c1ccccc1, c1ccc(P(c2ccccc2)c2ccc3ccccc3c2-c2c(P(c3ccccc3)c3ccccc3)ccc3ccccc23)cc1. Product: c1ccc(NN(c2ccccc2)c2ccccc2)cc1. As a reaction SMILES: [Br:16][c:17]1[cH:18][cH:19][cH:20][cH:21][cH:22]1.[CH3:69][C:70]([CH3:71])([O-:72])[CH3:73].[CH3:84][c:85]1[cH:86][cH:87][cH:88][cH:89][cH:90]1.[ClH:1].[Na+:74].[O-:76][C:77]([CH3:78])=[O:79].[O-:80][C:81]([CH3:82])=[O:83].[Pd+2:75].[c:2]1([N:8]([NH2:9])[c:10]2[cH:11][cH:12][cH:13][cH:14][cH:15]2)[cH:3][cH:4][cH:5][cH:6][cH:7]1.[cH:23]1[cH:24][cH:25][c:26]([P:27]([c:28]2[cH:29][cH:30][c:31]3[c:32]([cH:33][cH:34][cH:35][cH:36]3)[c:37]2-[c:38]2[c:39]3[c:40]([cH:41][cH:42][cH:43][cH:44]3)[cH:45][cH:46][c:47]2[P:48]([c:49]2[cH:50][cH:51][cH:52][cH:53][cH:54]2)[c:55]2[cH:56][cH:57][cH:58][cH:59][cH:60]2)[c:61]2[cH:62][cH:63][cH:64][cH:65][cH:66]2)[cH:67][cH:68]1>>[c:2]1([N:8]([NH:9][c:17]2[cH:18][cH:19][cH:20][cH:21][cH:22]2)[c:10]2[cH:11][cH:12][cH:13][cH:14][cH:15]2)[cH:3][cH:4][cH:5][cH:6][cH:7]1. Starting materials: CO, ClC(Cl)Cl, Clc1cccc(C2CO2)c1, CCCCCCCCNC(=O)N1CCC(Nc2ccc(CCN)cc2)CC1. The product is CCCCCCCCNC(=O)N1CCC(Nc2ccc(CCNCC(O)c3cccc(Cl)c3)cc2)CC1. RXN SMILES: [CH3:38][OH:39].[CH:40]([Cl:41])([Cl:42])[Cl:43].[Cl:28][c:29]1[cH:30][c:31]([CH:35]2[O:36][CH2:37]2)[cH:32][cH:33][cH:34]1.[NH2:1][CH2:2][CH2:3][c:4]1[cH:5][cH:6][c:7]([NH:8][CH:9]2[CH2:10][CH2:11][N:12]([C:15](=[O:16])[NH:17][CH2:18][CH2:19][CH2:20][CH2:21][CH2:22][CH2:23][CH2:24][CH3:25])[CH2:13][CH2:14]2)[cH:26][cH:27]1>>[NH:1]([CH2:2][CH2:3][c:4]1[cH:5][cH:6][c:7]([NH:8][CH:9]2[CH2:10][CH2:11][N:12]([C:15](=[O:16])[NH:17][CH2:18][CH2:19][CH2:20][CH2:21][CH2:22][CH2:23][CH2:24][CH3:25])[CH2:13][CH2:14]2)[cH:26][cH:27]1)[CH2:37][CH:35]([c:31]1[cH:30][c:29]([Cl:28])[cH:34][cH:33][cH:32]1)[OH:36].